This data is from the Open Reaction Database (ORD), a public repository of structured organic reaction records. The task is: describe an organic reaction: reactants, conditions, products, and yield Reactants: S(=O)(Cl)Cl (thionyl chloride), C1=CC=CC=C1 (benzene), FC(C1=CC2=C(SC3=C(CC2O)C(=CC=C3)Cl)C=C1)(F)F (2-trifluoromethyl-9-chloro-10,11-dihydrodibenzo[b,f]thiepin-11-ol), C1=CC=CC=C1 (benzene). Reagents/catalysts: N1=CC=CC=C1 (pyridine). Run in O (water). The product is FC(C1=CC2=C(SC3=C(CC2Cl)C(=CC=C3)Cl)C=C1)(F)F (2-trifluoromethyl-9-chloro-11-chloro-10,11-dihydrodibenzo[b,f]-thiepin). As a reaction SMILES: [F:1][C:2]([F:21])([F:20])[C:3]1[CH:19]=[CH:18][C:6]2[S:7][C:8]3[CH:16]=[CH:15][CH:14]=[C:13]([Cl:17])[C:9]=3[CH2:10][CH:11](O)[C:5]=2[CH:4]=1.C1C=CC=CC=1.S(Cl)([Cl:30])=O>N1C=CC=CC=1.O>[F:1][C:2]([F:21])([F:20])[C:3]1[CH:19]=[CH:18][C:6]2[S:7][C:8]3[CH:16]=[CH:15][CH:14]=[C:13]([Cl:17])[C:9]=3[CH2:10][CH:11]([Cl:30])[C:5]=2[CH:4]=1. Reported procedure: To the mixture of 0.5 g of 2-trifluoromethyl-9-chloro-10,11-dihydrodibenzo[b,f]thiepin-11-ol, 5 ml of anhydrous benzene and one drop of anhydrous pyridine were added dropwise with stirring 0.3 g of thionyl chloride with ice-cooling and the resulting mixture was reacted at room temperature for 10 minutes, then refluxed for 20 minutes, and freed of benzene under reduced pressure. To the thus obtained residue was added water and the mixture was extracted with benzene. The extract was washed with wa...